Dataset: the Open Reaction Database (ORD), a public repository of structured organic reaction records. Task: describe an organic reaction: reactants, conditions, products, and yield The reactants are C1=C(C=CC2=CC=CC=C12)C(=O)Cl (2-Naphthoyl chloride), ice, CNCCCC (N-methylbutylamine), C(C)(C)N(CC)C(C)C (diisopropylethylamine). Solvent: ClCCl (dichloromethane), ClCCl (dichloromethane). Conditions: time 18 hour. Product: C(CCC)N(C(=O)C1=CC2=CC=CC=C2C=C1)C (N-butyl-N-methyl-naphthalene-2-carboxamide). Isolated yield 95.0%. RXN SMILES: [CH:1]1[C:10]2[C:5](=[CH:6][CH:7]=[CH:8][CH:9]=2)[CH:4]=[CH:3][C:2]=1[C:11](Cl)=[O:12].[CH3:14][NH:15][CH2:16][CH2:17][CH2:18][CH3:19].C(N(C(C)C)CC)(C)C>ClCCl>[CH2:16]([N:15]([CH3:14])[C:11]([C:2]1[CH:3]=[CH:4][C:5]2[C:10](=[CH:9][CH:8]=[CH:7][CH:6]=2)[CH:1]=1)=[O:12])[CH2:17][CH2:18][CH3:19]. Procedure details: 2-Naphthoyl chloride (3.81 g 0.020 moles) dissolved in dichloromethane (10 ml) was added dropwise to an ice cold solution of N-methylbutylamine (1.74 g, 0.020 moles) and diisopropylethylamine (4.5 ml, 0.025 moles) in dichloromethane (40 ml). The mixture was stirred at room temperature for 18 hours and evaporated in vacuo. The residue was taken into dichloromethane (50 ml), washed with 2M HCl (2×25 ml), dried (MgSO4) then evaporated in vacuo to give N-butyl-N-methyl-naphthalene-2-carboxamide (4.6... Starting materials: CC(=O)O, CC(C)(C)OC(=O)N1CCNCC1, CC(=O)O[BH-](OC(C)=O)OC(C)=O, CC#N, Cc1ccccc1, O=C1CCN(c2ccc([N+](=O)[O-])c(OCC(F)(F)F)c2)CC1, [Na+]. Yields the product CC(C)(C)OC(=O)N1CCN(C2CCN(c3ccc([N+](=O)[O-])c(OCC(F)(F)F)c3)CC2)CC1. RXN SMILES: [C:23]([OH:24])(=[O:25])[CH3:26].[C:27](=[O:28])([O:29][C:30]([CH3:31])([CH3:32])[CH3:33])[N:34]1[CH2:35][CH2:36][NH:37][CH2:38][CH2:39]1.[C:40]([O:41][BH-:42]([O:43][C:44](=[O:45])[CH3:46])[O:47][C:48](=[O:49])[CH3:50])(=[O:51])[CH3:52].[CH3:54][C:55]#[N:56].[CH3:57][c:58]1[cH:59][cH:60][cH:61][cH:62][cH:63]1.[N+:1](=[O:2])([O-:3])[c:4]1[c:5]([O:17][CH2:18][C:19]([F:20])([F:21])[F:22])[cH:6][c:7]([N:10]2[CH2:11][CH2:12][C:13](=[O:16])[CH2:14][CH2:15]2)[cH:8][cH:9]1.[Na+:53]>>[N+:1](=[O:2])([O-:3])[c:4]1[c:5]([O:17][CH2:18][C:19]([F:20])([F:21])[F:22])[cH:6][c:7]([N:10]2[CH2:11][CH2:12][CH:13]([N:37]3[CH2:36][CH2:35][N:34]([C:27](=[O:28])[O:29][C:30]([CH3:31])([CH3:32])[CH3:33])[CH2:39][CH2:38]3)[CH2:14][CH2:15]2)[cH:8][cH:9]1. Starting materials: C(CCCCCCCCCCC)(=O)[O-].[Na+] (Sodium laurate), [Cl-].C(C)#N.C[NH+](C)C (Trimethylammonium acetonitrile chloride), C(CCCCCCCCCCC)(=O)[O-] (laurate). The solvent is CO (methanol), CO (methanol). Yields the product C(CCCCCCCCCCC)(=O)[O-].C(C)#N.C[NH+](C)C (Trimethylammonium acetonitrile laurate). Isolated yield 93.0%. As a reaction SMILES: [Cl-].[C:2](#[N:4])[CH3:3].[CH3:5][NH+:6]([CH3:8])[CH3:7].[C:9]([O-:22])(=[O:21])[CH2:10][CH2:11][CH2:12][CH2:13][CH2:14][CH2:15][CH2:16][CH2:17][CH2:18][CH2:19][CH3:20].[Na+].C([O-])(=O)CCCCCCCCCCC>CO>[C:9]([O-:22])(=[O:21])[CH2:10][CH2:11][CH2:12][CH2:13][CH2:14][CH2:15][CH2:16][CH2:17][CH2:18][CH2:19][CH3:20].[C:2](#[N:4])[CH3:3].[CH3:5][NH+:6]([CH3:8])[CH3:7] |f:0.1.2,3.4,7.8.9|. Procedure: Trimethylammonium acetonitrile chloride (1.0 g, 0.007435 mole) was dissolved in methanol (20 ml) in a test tube. Sodium laurate (1.65 g, 0.007435 mole) was dissolved in boiling methanol (50 ml) and the two solutions mixed. The solution was evaporated to dryness and the solid heated with ethanol (60 ml). A granular precipitate of sodium chloride settled out and was filtered off, but less than the theorectical amount was obtained. The ethanolic solution was evaporated to dryness, azeotroped twice ... Solvent: C1=CC=CC=C1 (benzene), CCCCCCC (n-heptane). Reaction SMILES: [H-].C([Al+]CC(C)C)C(C)C.[C:11]([C:13]1([C:16]2[CH:21]=[CH:20][C:19]([O:22][CH2:23][CH3:24])=[CH:18][CH:17]=2)[CH2:15][CH2:14]1)#N.[OH:25]S(O)(=O)=O>C1C=CC=CC=1.CCCCCCC>[CH2:23]([O:22][C:19]1[CH:20]=[CH:21][C:16]([C:13]2([CH:11]=[O:25])[CH2:15][CH2:14]2)=[CH:17][CH:18]=1)[CH3:24] |f:0.1|. Yields the product C(C)OC1=CC=C(C=C1)C1(CC1)C=O (1-(4-ethoxyphenyl)-1-cyclopropanemethanal). Starting materials: [H-].C(C(C)C)[Al+]CC(C)C (Diisobutylaluminium hydride), C(#N)C1(CC1)C1=CC=C(C=C1)OCC (1-cyano-1-(4-ethoxyphenyl)-cyclopropane), OS(=O)(=O)O (H2SO4). Procedure details: 1M Diisobutylaluminium hydride (14 ml) is added over 3 min. to a stirred solution of 1-cyano-1-(4-ethoxyphenyl)-cyclopropane (1.4 g) in dry benzene (35 ml) and dry n-heptane (14 ml) at 25° C. under an atmosphere of nitrogen. After 3 h the mixture is poured onto 2N H2SO4 (100 ml), extracted with diethyl ether (x3), dried and the solvent removed under reduced pressure. Yield 1 g, nD 1.5272.